From a dataset of the Open Reaction Database (ORD), a public repository of structured organic reaction records. describe an organic reaction: reactants, conditions, products, and yield Starting materials: B(=O)[O-].[Na+] (sodium metaborate), [B] (boron), B(=O)[O-].[Na+] (sodium metaborate), B(O)(O)O (boric acid). Product: B([O-])([O-])[O-].B([O-])([O-])[O-].B([O-])([O-])[O-].B([O-])([O-])[O-].[Na+].[Na+].[Na+].[Na+].[Na+].[Na+].[Na+].[Na+].[Na+].[Na+].[Na+].[Na+] (sodium tetraborate). As a reaction SMILES: B([O-])=O.[Na+:4].[B].[B:6]([OH:9])([OH:8])[OH:7]>>[B:6]([O-:9])([O-:8])[O-:7].[B:6]([O-:9])([O-:8])[O-:7].[B:6]([O-:9])([O-:8])[O-:7].[B:6]([O-:9])([O-:8])[O-:7].[Na+:4].[Na+:4].[Na+:4].[Na+:4].[Na+:4].[Na+:4].[Na+:4].[Na+:4].[Na+:4].[Na+:4].[Na+:4].[Na+:4] |f:0.1,4.5.6.7.8.9.10.11.12.13.14.15.16.17.18.19|. Procedure details: FIG. 1 is a schematic drawing depicting a portion of the flow of materials in the process of the present invention, showing the production of a sodium metaborate intermediate from a boron-containing solution, and reaction of the sodium metaborate intermediate with a boric acid intermediate to produce sodium tetraborate.